Dataset: the Open Reaction Database (ORD), a public repository of structured organic reaction records. Task: describe an organic reaction: reactants, conditions, products, and yield Reactants: O=C([O-])[O-], CC(C)=O, [K+], [K+], Sc1nnn[nH]1. Product: CC(=O)CSc1nnn[nH]1. Reaction SMILES: [C:7](=[O:8])([O-:9])[O-:10].[CH3:13][C:14]([CH3:15])=[O:16].[K+:11].[K+:12].[SH:1][c:2]1[n:3][n:4][n:5][nH:6]1>>[S:1]([c:2]1[n:3][n:4][n:5][nH:6]1)[CH2:15][C:14]([CH3:13])=[O:16]. The reactants are ClC=1C=CC(=C(C1)C1=C(C=NN1)NC(=O)C=1C=NN2C1N=CC=C2)OC (N-(5-(5-chloro-2-methoxyphenyl)-1H-pyrazol-4-yl)pyrazolo[1,5-a]pyrimidine-3-carboxamide), C([O-])([O-])=O.[Cs+].[Cs+] (cesium carbonate), Cl.ClCCN1CCOCC1 (4-(2-chloroethyl)morpholine HCl). The solvent is CN(C)C=O (DMF). Run at temperature 50 celsius, time 5 hour. The product is ClC=1C=CC(=C(C1)C1=NN(C=C1NC(=O)C=1C=NN2C1N=CC=C2)CCN2CCOCC2)OC (N-(3-(5-chloro-2-methoxyphenyl)-1-(2-morpholinoethyl)-1H-pyrazol-4-yl)pyrazolo[1,5-a]pyrimidine-3-carboxamide). Yield: 38.0%. RXN SMILES: [Cl:1][C:2]1[CH:3]=[CH:4][C:5]([O:25][CH3:26])=[C:6]([C:8]2[NH:12][N:11]=[CH:10][C:9]=2[NH:13][C:14]([C:16]2[CH:17]=[N:18][N:19]3[CH:24]=[CH:23][CH:22]=[N:21][C:20]=23)=[O:15])[CH:7]=1.C(=O)([O-])[O-].[Cs+].[Cs+].Cl.Cl[CH2:35][CH2:36][N:37]1[CH2:42][CH2:41][O:40][CH2:39][CH2:38]1>CN(C=O)C>[Cl:1][C:2]1[CH:3]=[CH:4][C:5]([O:25][CH3:26])=[C:6]([C:8]2[C:9]([NH:13][C:14]([C:16]3[CH:17]=[N:18][N:19]4[CH:24]=[CH:23][CH:22]=[N:21][C:20]=34)=[O:15])=[CH:10][N:11]([CH2:35][CH2:36][N:37]3[CH2:42][CH2:41][O:40][CH2:39][CH2:38]3)[N:12]=2)[CH:7]=1 |f:1.2.3,4.5|. Procedure: To a solution of N-(5-(5-chloro-2-methoxyphenyl)-1H-pyrazol-4-yl)pyrazolo[1,5-a]pyrimidine-3-carboxamide (39.1 mg, 0.106 mmol) in 3 mL DMF was added cesium carbonate (109.7 mg, 0.3367 mmol) and 4-(2-chloroethyl)morpholine HCl. The reaction mixture was stirred at 50° C. for 5 hours. The reaction mixture was partitioned between ethyl acetate and water, and the organic portion washed with brine, dried over magnesium sulfate, and concentrated. The mixture of regioisomer products was separated and pu...